From a dataset of the Open Reaction Database (ORD), a public repository of structured organic reaction records. describe an organic reaction: reactants, conditions, products, and yield The reactants are N1(CCCC1)CCCOC1=CC=C(C=C1)C1(CCOCC1)C#N (4-[4-(3-Pyrrolidin-1-yl-propoxy)-phenyl]-tetrahydro-pyran-4-carbonitrile), CC1=NC=CN=C1 (2-methyl-pyrazine), C(C)(C)[N-]C(C)C.[Li+] (lithium diisopropylamide), O (water). Run in C1CCOC1 (THF), C1CCOC1 (THF), hexanes. Conditions: time 0.5 hour. The product is N1(CCCC1)CCCOC1=CC=C(C=C1)C1(CCOCC1)C1=CC=2C(=NC=CN2)N1 (6-{4-[4-(3-pyrrolidin-1-ylpropoxy)phenyl]tetrahydro-2H-pyran-4-yl}-5H-pyrrolo[2,3-b]pyrazine). Yield: 5.0%. RXN SMILES: [CH3:1][C:2]1[CH:7]=[N:6][CH:5]=[CH:4][N:3]=1.C([N-]C(C)C)(C)C.[Li+].[N:16]1([CH2:21][CH2:22][CH2:23][O:24][C:25]2[CH:30]=[CH:29][C:28]([C:31]3([C:37]#[N:38])[CH2:36][CH2:35][O:34][CH2:33][CH2:32]3)=[CH:27][CH:26]=2)[CH2:20][CH2:19][CH2:18][CH2:17]1.O>C1COCC1>[N:16]1([CH2:21][CH2:22][CH2:23][O:24][C:25]2[CH:30]=[CH:29][C:28]([C:31]3([C:37]4[NH:38][C:7]5=[N:6][CH:5]=[CH:4][N:3]=[C:2]5[CH:1]=4)[CH2:32][CH2:33][O:34][CH2:35][CH2:36]3)=[CH:27][CH:26]=2)[CH2:20][CH2:19][CH2:18][CH2:17]1 |f:1.2|. Reported procedure: A solution of 2-methyl-pyrazine (580 μL, 6.4 mmol) in THF (4 mL) was added to 4.7 mL of 1.5M lithium diisopropylamide:THF complex in hexanes at −40° C. and the resulting deep red solution stirred at −40° C. for 0.5 hours. A solution of 4-[4-(3-Pyrrolidin-1-yl-propoxy)-phenyl]-tetrahydro-pyran-4-carbonitrile (1.00 g, 3.2 mmol) in THF (5 mL) was added at −40° C. and the reaction mixture stirred at this temperature for 0.5 hours, then at room temperature for 18 hours. A further 1 equivalent of lith... The reactants are C(=O)(OC(C)(C)C)N1CCC(CC1)OC1=C(C(=O)O)C=CC(=C1)C(C)(C)C (2-(N-Boc-piperidine-4-yloxy)-4-(tert-butyl)benzoic acid), acid chloride, COC1=CC=C(C(=O)NC=2C=NC=CC2N)C=C1 (N3-(4-methoxybenzoyl)-3,4-pyridinediamine). The product is C(C)(C)(C)OC(=O)N1CCC(CC1)OC1=C(C(=O)NC2=C(C=NC=C2)NC(C2=CC=C(C=C2)OC)=O)C=CC(=C1)C(C)(C)C (N4-[2-(1-tert-Butoxycarbonylpiperidin-4-yloxy)-4-tert-butylbenzoyl]-N3-(4-methoxybenzoyl)-3,4-pyridinediamine). RXN SMILES: [C:1]([N:8]1[CH2:13][CH2:12][CH:11]([O:14][C:15]2[CH:23]=[C:22]([C:24]([CH3:27])([CH3:26])[CH3:25])[CH:21]=[CH:20][C:16]=2[C:17]([OH:19])=O)[CH2:10][CH2:9]1)([O:3][C:4]([CH3:7])([CH3:6])[CH3:5])=[O:2].[CH3:28][O:29][C:30]1[CH:45]=[CH:44][C:33]([C:34]([NH:36][C:37]2[CH:38]=[N:39][CH:40]=[CH:41][C:42]=2[NH2:43])=[O:35])=[CH:32][CH:31]=1>>[C:4]([O:3][C:1]([N:8]1[CH2:13][CH2:12][CH:11]([O:14][C:15]2[CH:23]=[C:22]([C:24]([CH3:26])([CH3:25])[CH3:27])[CH:21]=[CH:20][C:16]=2[C:17]([NH:43][C:42]2[CH:41]=[CH:40][N:39]=[CH:38][C:37]=2[NH:36][C:34](=[O:35])[C:33]2[CH:32]=[CH:31][C:30]([O:29][CH3:28])=[CH:45][CH:44]=2)=[O:19])[CH2:10][CH2:9]1)=[O:2])([CH3:5])([CH3:6])[CH3:7]. Procedure: Using methods substantially equivalent to those described in Example 101-D, 2-(N-Boc-piperidine-4-yloxy)-4-(tert-butyl)benzoic acid (1.0 g, 2.65 mmol) is converted into the acid chloride and used to acylate N3-(4-methoxybenzoyl)-3,4-pyridinediamine (600 mg, 2.47 mmol). After purification by chromatography (SiO2: 30% to 50% EtOAc in chloroform) 589 mg (40%) of the title compound is obtained.